This data is from the Open Reaction Database (ORD), a public repository of structured organic reaction records. The task is: describe an organic reaction: reactants, conditions, products, and yield As a reaction SMILES: [Br:1][C:2]1[N:3]=[N:4][C:5]([C:20]2[CH:25]=[CH:24][CH:23]=[CH:22][CH:21]=2)=[CH:6][C:7]=1[CH2:8][CH:9]([C:17](=O)C)[C:10]([O:12][C:13]([CH3:16])([CH3:15])[CH3:14])=[O:11].C[Si]([N-][Si](C)(C)C)(C)C.[Li+].C=O>C1COCC1>[Br:1][C:2]1[N:3]=[N:4][C:5]([C:20]2[CH:21]=[CH:22][CH:23]=[CH:24][CH:25]=2)=[CH:6][C:7]=1[CH2:8][C:9](=[CH2:17])[C:10]([O:12][C:13]([CH3:16])([CH3:15])[CH3:14])=[O:11] |f:1.2|. Reaction conditions: time 20 minute. Starting materials: BrC=1N=NC(=CC1CC(C(=O)OC(C)(C)C)C(C)=O)C1=CC=CC=C1 (tert-Butyl 2-((3-bromo-6-phenylpyridazin-4-yl)methyl)-3-oxobutanoate), C[Si](C)(C)[N-][Si](C)(C)C.[Li+] (lithium bis(trimethylsilyl)amide), C=O (paraformaldehyde). Product: BrC=1N=NC(=CC1CC(C(=O)OC(C)(C)C)=C)C1=CC=CC=C1 (tert-butyl 2-((3-bromo-6-phenylpyridazin-4-yl)methyl)acrylate). Procedure: To a stirred solution of compound 5D, (0.160 g, 0.39 mmol) in 3 mL of THF at room temperature under argon was added 0.43 mL (in THF, 0.43 mmol) of 1M lithium bis(trimethylsilyl)amide over 2 min and, after 20 min, powdered, dry paraformaldehyde (0.059 mg, 1.97 mmol). The cooling bath was removed and the reaction mixture was stirred at room temperature for 3 h. The reaction mixture was then quenched with saturated NaCl and extracted twice with dichloromethane. The combined organic extracts were dr... The solvent is C1CCOC1 (THF). Isolated yield 97.0%.